Task: describe an organic reaction: reactants, conditions, products, and yield. Dataset: the Open Reaction Database (ORD), a public repository of structured organic reaction records Reported procedure: To a mixture of methyl rac-2-[(1R,2R,4S)-bicyclo[2.2.1]hept-2-ylamino]-4-(trifluoromethyl)pyrimidine-5-carboxylate (5.2 g), methanol (25 mL), and tetrahydrofuran (25 mL) was added a 1 M aqueous sodium hydroxide solution (33 mL) at room temperature, followed by stirring at 60° C. for 2 hours. To the reaction mixture was added 1 M hydrochloric acid, followed by stirring at room temperature for 30 minutes, and then the precipitate was collected by filtration and washed with water to obtain rac-2-[(... Conditions: temperature 60 celsius, time 2 hour. Reaction SMILES: [C@H:1]12[CH2:7][C@H:4]([CH2:5][CH2:6]1)[CH2:3][C@H:2]2[NH:8][C:9]1[N:14]=[C:13]([C:15]([F:18])([F:17])[F:16])[C:12]([C:19]([O:21]C)=[O:20])=[CH:11][N:10]=1.CO.[OH-].[Na+].Cl>O1CCCC1>[C@H:1]12[CH2:7][C@H:4]([CH2:5][CH2:6]1)[CH2:3][C@H:2]2[NH:8][C:9]1[N:14]=[C:13]([C:15]([F:16])([F:17])[F:18])[C:12]([C:19]([OH:21])=[O:20])=[CH:11][N:10]=1 |f:2.3|. Starting materials: Cl (hydrochloric acid), [C@@H]12[C@@H](C[C@@H](CC1)C2)NC2=NC=C(C(=N2)C(F)(F)F)C(=O)OC (methyl rac-2-[(1R,2R,4S)-bicyclo[2.2.1]hept-2-ylamino]-4-(trifluoromethyl)pyrimidine-5-carboxylate), CO (methanol), [OH-].[Na+] (sodium hydroxide). The solvent is O1CCCC1 (tetrahydrofuran). Isolated yield 98.6%. Yields the product [C@@H]12[C@@H](C[C@@H](CC1)C2)NC2=NC=C(C(=N2)C(F)(F)F)C(=O)O (rac-2-[(1R,2R,4S)-bicyclo[2.2.1]hept-2-ylamino]-4-(trifluoromethyl)pyrimidine-5-carboxylic acid). The reactants are O=C(OCc1ccccc1)ON1C(=O)CCC1=O, ClCCl, CCS(=O)(=O)c1ccc(N)cc1CN, CN(C)C=O. The product is CCS(=O)(=O)c1ccc(N)cc1CNC(=O)OCc1ccccc1. As a reaction SMILES: [C:15]([O:16][CH2:17][c:18]1[cH:19][cH:20][cH:21][cH:22][cH:23]1)([O:24][N:26]1[C:27](=[O:28])[CH2:29][CH2:30][C:31]1=[O:32])=[O:25].[Cl:38][CH2:39][Cl:40].[NH2:1][CH2:2][c:3]1[cH:4][c:5]([NH2:6])[cH:7][cH:8][c:9]1[S:10](=[O:11])(=[O:12])[CH2:13][CH3:14].[O:33]=[CH:34][N:35]([CH3:36])[CH3:37]>>[NH:1]([CH2:2][c:3]1[cH:4][c:5]([NH2:6])[cH:7][cH:8][c:9]1[S:10](=[O:11])(=[O:12])[CH2:13][CH3:14])[C:15]([O:16][CH2:17][c:18]1[cH:19][cH:20][cH:21][cH:22][cH:23]1)=[O:24]. Starting materials: [Si](C)(C)(C(C)(C)C)O[C@H]1C[C@@H](O[C@@H]1CI)N1C(=O)NC(=O)C(C)=C1 (3'-O-t-butyldimethylsilyl-5'-iodo-5'-deoxythymidine), [N-]=[N+]=[N-].[Na+] (sodium azide). The solvent is C(C)(=O)OCC (ethyl acetate), CN(C)C=O (DMF). Conditions: temperature 0 celsius. Yields the product [Si](C)(C)(C(C)(C)C)O[C@H]1C[C@@H](O[C@@H]1CN=[N+]=[N-])N1C(=O)NC(=O)C(C)=C1 (3'-O-t-butyldimethylsilyl-5'-azido-5'-deoxythymidine). Yield: 90.0%. RXN SMILES: [Si:1]([O:8][C@@H:9]1[C@@H:13]([CH2:14]I)[O:12][C@@H:11]([N:16]2[CH:24]=[C:22]([CH3:23])[C:20](=[O:21])[NH:19][C:17]2=[O:18])[CH2:10]1)([C:4]([CH3:7])([CH3:6])[CH3:5])([CH3:3])[CH3:2].[N-:25]=[N+:26]=[N-:27].[Na+]>CN(C=O)C.C(OCC)(=O)C>[Si:1]([O:8][C@@H:9]1[C@@H:13]([CH2:14][N:25]=[N+:26]=[N-:27])[O:12][C@@H:11]([N:16]2[CH:24]=[C:22]([CH3:23])[C:20](=[O:21])[NH:19][C:17]2=[O:18])[CH2:10]1)([C:4]([CH3:7])([CH3:6])[CH3:5])([CH3:3])[CH3:2] |f:1.2|. Procedure details: To a stirred solution of the 3'-O-t-butyldimethylsilyl-5'-iodo-5'-deoxythymidine (10.8 g, 20 mmol) prepared according to the method of Example 25 in dry DMF (50 ml) was added sodium azide (3.9 g, 60 mmol) and the mixture heated at 0° C. for 12 hours. Then the reaction mixture was diluted with ethyl acetate (200 ml) washed with water (2×50 ml) and brine (50 ml) and then dried with sodium sulfate. The title compound was purified by flash chromatography using 50% ethyl acetate in hexance in 90% yie... Starting materials: BrC1=C2C=CC=NC2=C(C(=N1)C(=O)NCC1=CC=C(C=C1)F)O (5-bromo-N-(4-fluorobenzyl)-8-hydroxy-[1,6]naphthyridine-7-carboxamide), CN(C(CNS(=O)(=O)C)=O)C (N,N-dimethyl-2-[(methylsulfonyl)amino]acetamide). Reagents/catalysts: [Cu-]=O (copper (I) oxide). Solvent: N1=CC=CC=C1 (pyridine). Reaction conditions: temperature 115 celsius, time 2 hour. The product is FC1=CC=C(CNC(=O)C2=NC(=C3C=CC=NC3=C2O)N(S(=O)(=O)C)CC(=O)N(C)C)C=C1 (N-(4-Fluorobenzyl) 5-{[2-(dimethylamino)-2-oxoethyl](methyl-sulfonyl)amino}-8-hydroxy-[1,6]napthyridine-7-carboxamide). Reaction SMILES: Br[C:2]1[N:11]=[C:10]([C:12]([NH:14][CH2:15][C:16]2[CH:21]=[CH:20][C:19]([F:22])=[CH:18][CH:17]=2)=[O:13])[C:9]([OH:23])=[C:8]2[C:3]=1[CH:4]=[CH:5][CH:6]=[N:7]2.[CH3:24][N:25]([CH3:34])[C:26](=[O:33])[CH2:27][NH:28][S:29]([CH3:32])(=[O:31])=[O:30]>N1C=CC=CC=1.[Cu-]=O>[F:22][C:19]1[CH:20]=[CH:21][C:16]([CH2:15][NH:14][C:12]([C:10]2[C:9]([OH:23])=[C:8]3[C:3]([CH:4]=[CH:5][CH:6]=[N:7]3)=[C:2]([N:28]([CH2:27][C:26]([N:25]([CH3:34])[CH3:24])=[O:33])[S:29]([CH3:32])(=[O:31])=[O:30])[N:11]=2)=[O:13])=[CH:17][CH:18]=1. Reported procedure: A mixture of 5-bromo-N-(4-fluorobenzyl)-8-hydroxy-[1,6]naphthyridine-7-carboxamide (0.57 g, 1.5 mmol), N,N-dimethyl-2-[(methylsulfonyl)amino]acetamide from Step 1 (0.25 g, 1.38 mmol) and copper (I) oxide (0.10 g, 0.70 mmol) in pyridine (5 mL) was heated in an oil bath at 115° C. overnight. The resultant mixture was concentrated under vacuum. To the residue, chloroform (200 mL) and a saturated aqueous solution of ethylenediamine tetraacetic acid, disodium salt (75 mL) was added. The mixture was s...